This data is from the Open Reaction Database (ORD), a public repository of structured organic reaction records. The task is: describe an organic reaction: reactants, conditions, products, and yield Starting materials: [OH-].[Na+] (sodium hydroxide), O=C[C@H](O)[C@@H](O)[C@H](O)[C@H](O)CO (glucose), product, OC1=C(C=C(C=C1)C)N1N=C2C(=[N+]1[O-])C=CC=C2 (2-(2'-hydroxy-5'-methylphenyl)benzotriazole-N-oxide), S(O)(O)(=O)=O (sulfuric acid). The reagents and catalysts are C1=CC=CC=2C3=CC=CC=C3C(C12)=O (9-fluorenone). Solvent: O (water), CO (methanol). Product: OC1=C(C=C(C=C1)C)N1N=C2C(=N1)C=CC=C2 (2-(2'-hydroxy-5'-methylphenyl)benzotriazole). Isolated yield 92.8%. RXN SMILES: [OH-].[Na+].O=C[C@@H]([C@H]([C@@H]([C@@H](CO)O)O)O)O.[OH:15][C:16]1[CH:21]=[CH:20][C:19]([CH3:22])=[CH:18][C:17]=1[N:23]1[N+:27]([O-])=[C:26]2[CH:29]=[CH:30][CH:31]=[CH:32][C:25]2=[N:24]1.S(=O)(=O)(O)O>C1C2C(=O)C3C(=CC=CC=3)C=2C=CC=1.O.CO>[OH:15][C:16]1[CH:21]=[CH:20][C:19]([CH3:22])=[CH:18][C:17]=1[N:23]1[N:27]=[C:26]2[CH:29]=[CH:30][CH:31]=[CH:32][C:25]2=[N:24]1 |f:0.1|. Procedure details: Example 5 of U.S. Pat. No. 4,835,284 is duplicated. Water (70 ml), 97% sodium hydroxide 5.2 g, 2-nitro-2'-hydroxy-5'-methylazobenzene (12.9 g) and toluene (10 ml) are mixed and heated to 60° C. After stirring, hydroquinone (0.6 g) is added and glucose (5.0 g) is added to the mixture over one hour at 40° to 45° C. The mixture is further stirred for two hours, and the azobenzene disappears. The reaction liquor is neutralized with 62% sulfuric acid 5.8 g, and is cooled to 20° C. to precipitate a cr... Starting materials: ClC1=CC=C2C=C(C(=NC2=N1)C1=CC=CC=C1)C1=CC=CC=C1 (7-chloro-2,3-diphenyl-1,8-naphthyridine), CN1CCN(C1=O)C (DMI), [Br-].C(C)OC(CCCCC[Zn+])=O ((6-Ethoxy-6-oxohexyl)zinc(II) bromide), solution, [Br-].[Li+] (lithium bromide). Reagents/catalysts: PEPPSi-iPr. The solvent is C1CCOC1 (THF), C1CCOC1 (THF), C1CCOC1 (THF). Run at temperature 0 celsius, time 24 hour. Product: C1(=CC=CC=C1)C=1C=C2C=CC(=NC2=NC1C1=CC=CC=C1)CCCCCC(=O)OCC (Ethyl 6-(6,7-diphenyl-1,8-naphthyridin-2-yl)hexanoate). RXN SMILES: [Br-].[Li+].[Br-].[CH2:4]([O:6][C:7](=[O:14])[CH2:8][CH2:9][CH2:10][CH2:11][CH2:12][Zn+])[CH3:5].Cl[C:16]1[N:25]=[C:24]2[C:19]([CH:20]=[C:21]([C:32]3[CH:37]=[CH:36][CH:35]=[CH:34][CH:33]=3)[C:22]([C:26]3[CH:31]=[CH:30][CH:29]=[CH:28][CH:27]=3)=[N:23]2)=[CH:18][CH:17]=1.CN1C(=O)N(C)CC1>C1COCC1>[C:32]1([C:21]2[CH:20]=[C:19]3[C:24](=[N:23][C:22]=2[C:26]2[CH:31]=[CH:30][CH:29]=[CH:28][CH:27]=2)[N:25]=[C:16]([CH2:12][CH2:11][CH2:10][CH2:9][CH2:8][C:7]([O:6][CH2:4][CH3:5])=[O:14])[CH:17]=[CH:18]3)[CH:33]=[CH:34][CH:35]=[CH:36][CH:37]=1 |f:0.1,2.3|. Procedure: A mixture comprising lithium bromide (307 mg, 3.54 mmol) and PEPPSi-iPr catalyst (75 mg, 0.110 mmol) in THF (2 ml) was stirred at room temperature for 15 minutes until a solution formed. (6-Ethoxy-6-oxohexyl)zinc(II) bromide (13.26 ml of a 0.5M solution in THF, 6.62 mmol) was added and the mixture was cooled to 0° C. A solution of 7-chloro-2,3-diphenyl-1,8-naphthyridine (step 1) (350 mg, 1.105 mmol) in THF (3 ml)/DMI (1 ml) was added and the resulting mixture was stirred at room temperature for ...